Dataset: the Open Reaction Database (ORD), a public repository of structured organic reaction records. Task: describe an organic reaction: reactants, conditions, products, and yield Reactants: Fc1cc2ncnc(Nc3ccc(OCc4ccccc4)cc3)c2cc1I, CCN(C(C)C)C(C)C, Cl, CCCC[Sn](CCCC)(CCCC)c1ccc(C2OCCO2)o1, CN(C)C=O. Product: Fc1cc2ncnc(Nc3ccc(OCc4ccccc4)cc3)c2cc1-c1ccc(C2OCCO2)o1. Reaction SMILES: [CH2:2]([c:3]1[cH:4][cH:5][cH:6][cH:7][cH:8]1)[O:9][c:10]1[cH:11][cH:12][c:13]([NH:16][c:17]2[n:18][cH:19][n:20][c:21]3[cH:22][c:23]([F:28])[c:24]([I:27])[cH:25][c:26]23)[cH:14][cH:15]1.[CH:52]([N:53]([CH:54]([CH3:55])[CH3:56])[CH2:57][CH3:58])([CH3:59])[CH3:60].[ClH:1].[O:29]1[CH:30]([c:34]2[cH:35][cH:36][c:37]([Sn:39]([CH2:40][CH2:41][CH2:42][CH3:43])([CH2:44][CH2:45][CH2:46][CH3:47])[CH2:48][CH2:49][CH2:50][CH3:51])[o:38]2)[O:31][CH2:32][CH2:33]1.[O:61]=[CH:62][N:63]([CH3:64])[CH3:65]>>[CH2:2]([c:3]1[cH:4][cH:5][cH:6][cH:7][cH:8]1)[O:9][c:10]1[cH:11][cH:12][c:13]([NH:16][c:17]2[n:18][cH:19][n:20][c:21]3[cH:22][c:23]([F:28])[c:24](-[c:37]4[cH:36][cH:35][c:34]([CH:30]5[O:29][CH2:33][CH2:32][O:31]5)[o:38]4)[cH:25][c:26]23)[cH:14][cH:15]1. As a reaction SMILES: [Cl:1][C:2]1[C:7]([Cl:8])=[C:6]([O:9][C:10]2[CH:15]=[CH:14][C:13]([N+:16]([O-:18])=[O:17])=[CH:12][CH:11]=2)[CH:5]=[CH:4][C:3]=1[CH2:19][C:20]#N.[CH2:22]([OH:24])[CH3:23].[OH:25]S(O)(=O)=O>C(Cl)(Cl)Cl>[Cl:1][C:2]1[C:7]([Cl:8])=[C:6]([O:9][C:10]2[CH:15]=[CH:14][C:13]([N+:16]([O-:18])=[O:17])=[CH:12][CH:11]=2)[CH:5]=[CH:4][C:3]=1[CH2:19][C:20]([O:24][CH2:22][CH3:23])=[O:25]. Reactants: ClC1=C(C=CC(=C1Cl)OC1=CC=C(C=C1)[N+](=O)[O-])CC#N (2,3-dichloro-4-(p-nitrophenoxy)phenyl acetonitrile), ethyl ester, C(C)O (ethanol), OS(=O)(=O)O (H2SO4). Solvent: C(Cl)(Cl)Cl (CHCl3). Reported procedure: To a solution of 2,3-dichloro-4-(p-nitrophenoxy)phenyl acetonitrile (from Example 29) (6.5 g., 0.02 mole) in 15 ml. of 95% ethanol was added 5 ml. of concentrated H2SO4. The solution was refluxed for 24 hours. The ethanol was evaporated and the residue was diluted with water. The aqueous mixture was extracted with chloroform. The organic solution was washed with brine, dried over Na2SO4 and evaporated to provide 6.9 g. of the desired ethyl ester. NMR (CDCl3): 3.87 (2H, s, ArCH2CO2Et); IR (CHCl3)... Product: ClC1=C(C=CC(=C1Cl)OC1=CC=C(C=C1)[N+](=O)[O-])CC(=O)OCC (Ethyl 2,3-dichloro-4-(p-nitrophenoxy)phenylacetate). Starting materials: O=C([O-])O, CC(C)(C)OC(=O)NC(C(=O)N1C(=O)OCC1Cc1ccccc1)C1(C)CCCC1, Cl, [Li+], [Na+], [Na+], [Na+], C1CCOC1, [OH-], O, O, OO, O=S([O-])[O-]. Product: CC(C)(C)OC(=O)NC(C(=O)O)C1(C)CCCC1. As a reaction SMILES: [C:42](=[O:43])([O-:44])[OH:45].[CH2:3]([CH:4]1[CH2:5][O:6][C:7](=[O:8])[N:9]1[C:16]([CH:17]([C:18]1([CH3:23])[CH2:19][CH2:20][CH2:21][CH2:22]1)[NH:24][C:25]([O:26][C:27]([CH3:28])([CH3:29])[CH3:30])=[O:31])=[O:32])[c:10]1[cH:11][cH:12][cH:13][cH:14][cH:15]1.[ClH:47].[Li+:35].[Na+:40].[Na+:41].[Na+:46].[O:48]1[CH2:49][CH2:50][CH2:51][CH2:52]1.[OH-:34].[OH2:33].[OH2:53].[OH:1][OH:2].[S:36](=[O:37])([O-:38])[O-:39]>>[C:16]([CH:17]([C:18]1([CH3:23])[CH2:19][CH2:20][CH2:21][CH2:22]1)[NH:24][C:25]([O:26][C:27]([CH3:28])([CH3:29])[CH3:30])=[O:31])([OH:32])=[O:37].